From a dataset of the Open Reaction Database (ORD), a public repository of structured organic reaction records. describe an organic reaction: reactants, conditions, products, and yield The reactants are ClC=1C=CC2=C(N(C(S2)=O)CC(=O)O)C1 ((5-chloro-2-oxo-1,3-benzothiazol-3(2H)-yl)acetic acid), Cl.Cl.N1C(=NC2=C1C=CC=C2)CNC (1-(1H-benzimidazol-2-yl)-N-methylmethanamine dihydrochloride), C=1C=CC2=C(C1)N=NN2O (HOBt), CCN=C=NCCCN(C)C.Cl (WSC.HCl), TEA. The solvent is ClCCl (dichloromethane). Reaction conditions: time 8 hour. The product is N1C(=NC2=C1C=CC=C2)CN(C(CN2C(SC1=C2C=C(C=C1)Cl)=O)=O)C (N-(1H-benzimidazol-2-ylmethyl)-2-(5-chloro-2-oxo-1,3-benzothiazol-3(2H)-yl)-N-methylacetamide). Yield: 79.7%. RXN SMILES: [Cl:1][C:2]1[CH:3]=[CH:4][C:5]2[S:9][C:8](=[O:10])[N:7]([CH2:11][C:12]([OH:14])=O)[C:6]=2[CH:15]=1.Cl.Cl.[NH:18]1[C:22]2[CH:23]=[CH:24][CH:25]=[CH:26][C:21]=2[N:20]=[C:19]1[CH2:27][NH:28][CH3:29].C1C=CC2N(O)N=NC=2C=1.CCN=C=NCCCN(C)C.Cl>ClCCl>[NH:18]1[C:22]2[CH:23]=[CH:24][CH:25]=[CH:26][C:21]=2[N:20]=[C:19]1[CH2:27][N:28]([CH3:29])[C:12](=[O:14])[CH2:11][N:7]1[C:6]2[CH:15]=[C:2]([Cl:1])[CH:3]=[CH:4][C:5]=2[S:9][C:8]1=[O:10] |f:1.2.3,5.6|. Procedure: To a mixture of (5-chloro-2-oxo-1,3-benzothiazol-3(2H)-yl)acetic acid (731 mg), 1-(1H-benzimidazol-2-yl)-N-methylmethanamine dihydrochloride (736 mg), and dichloromethane (20 mL) were added HOBt (448 mg), WSC.HCl (633 mg), and TEA (1.05 mL), followed by stirring at room temperature overnight. The resulting solid was collected by filtration and then washed with chloroform to obtain N-(1H-benzimidazol-2-ylmethyl)-2-(5-chloro-2-oxo-1,3-benzothiazol-3(2H)-yl)-N-methylacetamide (925 mg). RXN SMILES: [CH:1]1([C:7]2[C:12]([C:13]([O:15]C)=[O:14])=[CH:11][N:10]=[CH:9][CH:8]=2)[CH2:6][CH2:5][CH2:4][CH2:3][CH2:2]1.[OH-].[Na+].[ClH:19]>CO>[ClH:19].[CH:1]1([C:7]2[C:12]([C:13]([OH:15])=[O:14])=[CH:11][N:10]=[CH:9][CH:8]=2)[CH2:2][CH2:3][CH2:4][CH2:5][CH2:6]1 |f:1.2,5.6|. The solvent is CO (methanol). Conditions: time 1 hour. Reported procedure: Methyl 4-cyclohexylnicotinate [cp. Heterocycles 22, 151-157 (1984)] (23.6 g, 0.11 mol), 5N aqueous NaOH solution (100 ml) and methanol (50 ml) are refluxed together with stirring for 1 h. The reaction solution is allowed to cool and acidified with concentrated hydrochloric acid to pH 4. The mixture is evaporated to dryness in vacuo. The residue is slurried in hot ethanol (50 ml), filtered and the filtrates are evaporated to dryness in vacuo. The residue is slurried in cold ethyl acetate (23 ml),... Reactants: C1(CCCCC1)C1=CC=NC=C1C(=O)OC (Methyl 4-cyclohexylnicotinate), [OH-].[Na+] (NaOH), Cl (hydrochloric acid). The product is Cl.C1(CCCCC1)C1=CC=NC=C1C(=O)O (4-cyclohexylnicotinic acid hydrochloride). Starting materials: C(C1=CC=CC=C1)N (benzylamine), ClC=1C2=C(N=C(N1)C1=NC=CC=C1)SC(=C2C)C (4-chloro-2-(pyridin-2-yl)-5,6-dimethyl-thieno-[2,3-d]-pyrimidine). Reaction SMILES: [CH2:1]([NH2:8])[C:2]1[CH:7]=[CH:6][CH:5]=[CH:4][CH:3]=1.Cl[C:10]1[C:11]2[C:24]([CH3:25])=[C:23]([CH3:26])[S:22][C:12]=2[N:13]=[C:14]([C:16]2[CH:21]=[CH:20][CH:19]=[CH:18][N:17]=2)[N:15]=1>>[N:17]1[CH:18]=[CH:19][CH:20]=[CH:21][C:16]=1[C:14]1[N:15]=[C:10]([NH:8][CH2:1][C:2]2[CH:7]=[CH:6][CH:5]=[CH:4][CH:3]=2)[C:11]2[C:24]([CH3:25])=[C:23]([CH3:26])[S:22][C:12]=2[N:13]=1. Product: N1=C(C=CC=C1)C=1N=C(C2=C(N1)SC(=C2C)C)NCC2=CC=CC=C2 (2-(pyridin-2-yl)-4-benzylamino-5,6-dimethyl-thieno-[2,3-d]-pyrimidine). Reported procedure: With the procedure of Example 1, the reaction of benzylamine with 4-chloro-2-(pyridin-2-yl)-5,6-dimethyl-thieno-[2,3-d]-pyrimidine yields 2-(pyridin-2-yl)-4-benzylamino-5,6-dimethyl-thieno-[2,3-d]-pyrimidine. Starting materials: C(C)(=O)NC1=C(C(=O)O)C=C(C(=C1)Cl)[N+](=O)[O-] (2-acetylamino-4-chloro-5-nitrobenzoic acid), CN (methylamine). Run at temperature 80 celsius, time 10 hour. Yields the product NC1=C(C(=O)O)C=C(C(=C1)NC)[N+](=O)[O-] (2-amino-4-methylamino-5-nitrobenzoic acid). RXN SMILES: C([NH:4][C:5]1[CH:13]=[C:12](Cl)[C:11]([N+:15]([O-:17])=[O:16])=[CH:10][C:6]=1[C:7]([OH:9])=[O:8])(=O)C.[CH3:18][NH2:19]>>[NH2:4][C:5]1[CH:13]=[C:12]([NH:19][CH3:18])[C:11]([N+:15]([O-:17])=[O:16])=[CH:10][C:6]=1[C:7]([OH:9])=[O:8]. Procedure: A mixture of 2-acetylamino-4-chloro-5-nitrobenzoic acid (10.0 g) and 40% aqueous methylamine solution (60 ml) is stirred at 80° C. for 10 hours and then evaporated under reduced pressure. To the residue is added 40% aqueous methylamine solution (100 ml), and the resulting solution is stirred at 80° C. for 20 hours. After cooling, the mixture is diluted with water (50 ml) and then adjusted to the pH of about 4 with acetic acid. The precipitate is collected and recrystallized from acetonitrile to ... Reactants: CCC(C)C(CN(CC(=O)OC)Cc1cccc2ccccc12)NC(=O)OC(C)(C)C, CCOC(C)=O, Cl. Yields the product CCC(C)C(N)CN(CC(=O)OC)Cc1cccc2ccccc12, Cl. Reaction SMILES: [CH3:1][O:2][C:3]([CH2:4][N:5]([CH2:6][c:7]1[cH:8][cH:9][cH:10][c:11]2[cH:12][cH:13][cH:14][cH:15][c:16]12)[CH2:17][CH:18]([CH:19]([CH2:20][CH3:21])[CH3:22])[NH:23][C:24]([O:25][C:26]([CH3:27])([CH3:28])[CH3:29])=[O:30])=[O:31].[CH3:33][CH2:34][O:35][C:36]([CH3:37])=[O:38].[ClH:32]>>[CH3:1][O:2][C:3]([CH2:4][N:5]([CH2:6][c:7]1[cH:8][cH:9][cH:10][c:11]2[cH:12][cH:13][cH:14][cH:15][c:16]12)[CH2:17][CH:18]([CH:19]([CH2:20][CH3:21])[CH3:22])[NH2:23])=[O:31].[ClH:32]. The reactants are C1(=CC=CC=C1)C=1C=C(SC1)C=O (4-phenylthiophene-2-carbaldehyde), FC(C1=CC=C(C=C1)C(C)=O)(F)F (p-(trifluoromethyl)acetophenone). The product is C1(=CC=CC=C1)C=1C=C(SC1)C=CC(=O)C1=CC=C(C=C1)C(F)(F)F (3-(4-phenylthiophen-2-yl)-1-(4-(trifluoromethyl)phenyl)prop-2-en-1-one). As a reaction SMILES: [C:1]1([C:7]2[CH:8]=[C:9]([CH:12]=O)[S:10][CH:11]=2)[CH:6]=[CH:5][CH:4]=[CH:3][CH:2]=1.[F:14][C:15]([F:26])([F:25])[C:16]1[CH:21]=[CH:20][C:19]([C:22](=[O:24])[CH3:23])=[CH:18][CH:17]=1>>[C:1]1([C:7]2[CH:8]=[C:9]([CH:12]=[CH:23][C:22]([C:19]3[CH:20]=[CH:21][C:16]([C:15]([F:14])([F:25])[F:26])=[CH:17][CH:18]=3)=[O:24])[S:10][CH:11]=2)[CH:2]=[CH:3][CH:4]=[CH:5][CH:6]=1. Reported procedure: By a procedure similar to that of example 1.59.1, starting from 4-phenylthiophene-2-carbaldehyde and p-(trifluoromethyl)acetophenone, 3-(4-phenylthiophen-2-yl)-1-(4-(trifluoromethyl)phenyl)prop-2-en-1-one was obtained as yellow solid. The reactants are C(=O)(O)[O-].[Na+] (NaHCO3), C1(CCC=CCCC1)C(=O)OC(C)(C)C (t-butyl cyclooct-4-ene carboxylate), FC(C(=O)O)(F)F (trifluoroacetic acid), C(C)O (ethanol). Solvent: O (water). Run at time 2 day. Yields the product C1(CCC=CCCC1)C(=O)O (cyclooct-4-ene carboxylic acid). The yield is 6.9%. As a reaction SMILES: [CH:1]1([C:9]([O:11]C(C)(C)C)=[O:10])[CH2:8][CH2:7][CH2:6][CH:5]=[CH:4][CH2:3][CH2:2]1.FC(F)(F)C(O)=O.C(O)C.C([O-])(O)=O.[Na+]>O>[CH:1]1([C:9]([OH:11])=[O:10])[CH2:2][CH2:3][CH2:4][CH:5]=[CH:6][CH2:7][CH2:8]1 |f:3.4|. Procedure details: A 100 mL round bottom flask was charged with t-butyl cyclooct-4-ene carboxylate (1.0 g, 4.8 mmol) and trifluoroacetic acid (2 mL) and stirred at room temperature for two days. A 4:1 ethanol:water mixture (10 mL) was then added and the pH of the resulting mixture was adjusted to ˜4.0 with aqueous saturated NaHCO3. The mixture was then extracted with 4×25 mL portions of ethyl ether and the ether phases were combined and concentrated. The liquid was then purified by flash chromatography on silica (... Reactants: C(C)C1=NC2=C(N1C1=NC(=C3N=C(N(C3=N1)C)C=O)N1CCOCC1)C=CC=C2 (2-(2-ethylbenzoimidazol-1-yl)-9-methyl-6-morpholin-4-yl-9H-purine-8-carbaldehyde), N1CC(C1)N1C(CCC1)=O (1-azetidin-3-ylpyrrolidin-2-one), C(C)(=O)O[BH-](OC(C)=O)OC(C)=O.[Na+] (sodium triacetoxyborohydride). Run in ClCCCl (DCE). Run at time 65 hour. The product is C(C)C1=NC2=C(N1C1=NC(=C3N=C(N(C3=N1)C)CN1CC(C1)N1C(CCC1)=O)N1CCOCC1)C=CC=C2 (1-(1-((2-(2-ethyl-1H-benzo[d]imidazol-1-yl)-9-methyl-6-morpholino-9H-purin-8-yl)methyl)azetidin-3-yl)pyrrolidin-2-one). The yield is 63.7%. Reaction SMILES: [CH2:1]([C:3]1[N:7]([C:8]2[N:16]=[C:15]3[C:11]([N:12]=[C:13]([CH:18]=O)[N:14]3[CH3:17])=[C:10]([N:20]3[CH2:25][CH2:24][O:23][CH2:22][CH2:21]3)[N:9]=2)[C:6]2[CH:26]=[CH:27][CH:28]=[CH:29][C:5]=2[N:4]=1)[CH3:2].[NH:30]1[CH2:33][CH:32]([N:34]2[CH2:38][CH2:37][CH2:36][C:35]2=[O:39])[CH2:31]1.C(O[BH-](OC(=O)C)OC(=O)C)(=O)C.[Na+]>ClCCCl>[CH2:1]([C:3]1[N:7]([C:8]2[N:16]=[C:15]3[C:11]([N:12]=[C:13]([CH2:18][N:30]4[CH2:33][CH:32]([N:34]5[CH2:38][CH2:37][CH2:36][C:35]5=[O:39])[CH2:31]4)[N:14]3[CH3:17])=[C:10]([N:20]3[CH2:21][CH2:22][O:23][CH2:24][CH2:25]3)[N:9]=2)[C:6]2[CH:26]=[CH:27][CH:28]=[CH:29][C:5]=2[N:4]=1)[CH3:2] |f:2.3|. Procedure: A mixture of 2-(2-ethylbenzoimidazol-1-yl)-9-methyl-6-morpholin-4-yl-9H-purine-8-carbaldehyde (165 mg, 0.42 mmol), 1-azetidin-3-ylpyrrolidin-2-one (65 mg, 0.46 mmol) and 4 Å powdered molecular sieves in DCE (4 mL) was stirred at room temperature for 2 h before the addition of sodium triacetoxyborohydride (180 mg, 0.84 mmol). The reaction mixture was stirred for 65 h then filtered through celite, washing with DCM. The organic phase was washed with brine and concentrated in vacuo. The organic phas...